From a dataset of the Open Reaction Database (ORD), a public repository of structured organic reaction records. describe an organic reaction: reactants, conditions, products, and yield The reactants are C[C@H](CN)O[Si](C)(C)C(C)(C)C, COC1=C(C=C(C=C1)Br)C#N. The reagents and catalysts are C(=O)([O-])[O-].[Cs+].[Cs+], CC(C)C1=CC(=C(C(=C1)C(C)C)C2=CC=CC=C2P(C3CCCCC3)C4CCCCC4)C(C)C, CC(=O)O.CC(=O)O.[Pd]. The solvent is CC1=CC=CC=C1. Run at temperature 120 celsius. Yields the product C[C@H](CNC1=CC(=C(C=C1)OC)C#N)O[Si](C)(C)C(C)(C)C. Isolated yield 47.6%. Reported procedure: PdOAc2 (0.529 g, 2.36 mmol) and dicyclohexyl(2',4',6'-triisopropylbiphenyl-2-yl)phosphine (1.124 g, 2.36 mmol) were added in one portion to a degassed solution of 5-bromo-2-methoxybenzonitrile (5 g, 23.58 mmol), (R)-2-(tert- butyldimethylsilyloxy)propan-1-amine (5.36 g, 28.30 mmol) and cesium carbonate (11.52 g, 35.37 mmol) in toluene (100 mL) at 20°C under nitrogen. The resulting suspension was stirred at 120 °C for 50 hours. The reaction mixture was diluted with EtOAc (150 mL) and water (150 m...